describe an organic reaction: reactants, conditions, products, and yield From a dataset of the Open Reaction Database (ORD), a public repository of structured organic reaction records. Starting materials: C(C=1C(O)=CC=CC1)=O (salicylaldehyde), compound 2, N (ammonia), ClC1=C(C(C=O)=CC(=C1)Cl)O (3,5-dichlorosalicylaldehyde), C(C=1C(O)=CC=CC1)=O (salicylaldehyde), ClC1=C(C(C=O)=CC(=C1)Cl)O (3,5-dichlorosalicylaldehyde), CO (methanol), aromatic aldehyde. Solvent: O (water), C(C)#N (acetonitrile), C(C)O (ethanol), C(C)(C)O (IPA), alcohol, C(C)(C)O (isopropanol). Conditions: time 6 hour. Product: C([C@H](O)C1=CC=CC=C1)(=O)O (MA), salt 4. As a reaction SMILES: N.[CH:2](=[O:10])[C:3]1[C:4](=[CH:6][CH:7]=[CH:8][CH:9]=1)O.ClC1C=C(Cl)C=C(C=O)[C:13]=1[OH:21].C[OH:23]>C(#N)C.O.C(O)(C)C.C(O)C>[C:13]([OH:21])(=[O:23])[C@@H:2]([C:3]1[CH:4]=[CH:6][CH:7]=[CH:8][CH:9]=1)[OH:10]. Procedure: The cyclization of 1a and 1b is then performed. For the cyclization of 1a, it was found that the addition of 50 wt. % aqueous sodium hydroxide (2.3 equivalents) to the reaction mixture solution led cleanly and rapidly to the bromolactam 2. Cyclization of 1 b was found to be best achieved by the addition of K2CO3 (2 equivalents) to the reaction mixture. Compound 2 was obtained as a solution in acetonitrile after filtration of the inorganic salts from either cyclization conditions. Aminolysis is a... Product: N#CC(=O)CCCc1ccc(Cl)cc1Cl. As a reaction SMILES: [Cl-:1].[Cl:2][c:3]1[c:4]([CH2:10][CH2:11][CH2:12][C:13](=[O:14])[OH:15])[cH:5][cH:6][c:7]([Cl:9])[cH:8]1.[Cu:16][C:17]#[N:18]>>[Cl:2][c:3]1[c:4]([CH2:10][CH2:11][CH2:12][C:13](=[O:15])[C:17]#[N:18])[cH:5][cH:6][c:7]([Cl:9])[cH:8]1. Reactants: [Cl-], O=C(O)CCCc1ccc(Cl)cc1Cl, N#C[Cu]. The reactants are Cc1cccc(C(=O)O)c1OC1CCC1, CCN(C(C)C)C(C)C, CC(C)O, ClCCl, ClCCl, N#CC1(N)Cc2ccccc2C1. Product: Cc1cccc(C(=O)NC2(C#N)Cc3ccccc3C2)c1OC1CCC1. Reaction SMILES: [CH:1]1([O:5][c:6]2[c:7]([C:8](=[O:9])[OH:10])[cH:11][cH:12][cH:13][c:14]2[CH3:15])[CH2:2][CH2:3][CH2:4]1.[CH:31]([N:32]([CH2:33][CH3:34])[CH:35]([CH3:36])[CH3:37])([CH3:38])[CH3:39].[CH:40]([OH:41])([CH3:42])[CH3:43].[Cl:16][CH2:17][Cl:18].[Cl:44][CH2:45][Cl:46].[NH2:19][C:20]1([C:29]#[N:30])[CH2:21][c:22]2[cH:23][cH:24][cH:25][cH:26][c:27]2[CH2:28]1>>[CH:1]1([O:5][c:6]2[c:7]([C:8](=[O:10])[NH:19][C:20]3([C:29]#[N:30])[CH2:21][c:22]4[cH:23][cH:24][cH:25][cH:26][c:27]4[CH2:28]3)[cH:11][cH:12][cH:13][c:14]2[CH3:15])[CH2:2][CH2:3][CH2:4]1. The reactants are O=C1CCC(=O)N1Br, CCOC(=O)Cc1csc(NC(=O)Nc2ccc(C)cc2C(=O)C2CCCC2)n1, CC#N, ClCCl. The product is CCOC(=O)C(Br)c1csc(NC(=O)Nc2ccc(C)cc2C(=O)C2CCCC2)n1. As a reaction SMILES: [Br:30][N:31]1[C:32](=[O:33])[CH2:34][CH2:35][C:36]1=[O:37].[CH2:1]([CH3:2])[O:3][C:4]([CH2:5][c:6]1[n:7][c:8]([NH:11][C:12](=[O:13])[NH:14][c:15]2[c:16]([C:22](=[O:23])[CH:24]3[CH2:25][CH2:26][CH2:27][CH2:28]3)[cH:17][c:18]([CH3:21])[cH:19][cH:20]2)[s:9][cH:10]1)=[O:29].[CH3:38][C:39]#[N:40].[Cl:41][CH2:42][Cl:43]>>[CH2:1]([CH3:2])[O:3][C:4]([CH:5]([c:6]1[n:7][c:8]([NH:11][C:12](=[O:13])[NH:14][c:15]2[c:16]([C:22](=[O:23])[CH:24]3[CH2:25][CH2:26][CH2:27][CH2:28]3)[cH:17][c:18]([CH3:21])[cH:19][cH:20]2)[s:9][cH:10]1)[Br:30])=[O:29]. Reactants: [OH-].[Na+] (NaOH), B.O1CCCC1 (Borane tetrahydrofuran), C1(=CC=CC=C1)C(C1CCN(CC1)CCC#N)C1=CC=CC=C1 (3-(4-diphenylmethylpiperidin-1-yl)propionitrile), Cl (HCl). Reaction conditions: temperature 0 celsius, time 8 hour. The product is NCCCN1CCC(CC1)C(C1=CC=CC=C1)C1=CC=CC=C1 (1-(3-Aminopropyl)-4-diphenylmethylpiperidine). Isolated yield 86.2%. RXN SMILES: B.O1CCCC1.[C:7]1([CH:13]([C:24]2[CH:29]=[CH:28][CH:27]=[CH:26][CH:25]=2)[CH:14]2[CH2:19][CH2:18][N:17]([CH2:20][CH2:21][C:22]#[N:23])[CH2:16][CH2:15]2)[CH:12]=[CH:11][CH:10]=[CH:9][CH:8]=1.Cl.[OH-].[Na+]>>[NH2:23][CH2:22][CH2:21][CH2:20][N:17]1[CH2:18][CH2:19][CH:14]([CH:13]([C:24]2[CH:29]=[CH:28][CH:27]=[CH:26][CH:25]=2)[C:7]2[CH:8]=[CH:9][CH:10]=[CH:11][CH:12]=2)[CH2:15][CH2:16]1 |f:0.1,4.5|. Procedure: Borane-tetrahydrofuran complex (1.0M in THF, 5.5 mL, 5.5 mmol, 3.5 equiv) was added under argon to neat 3-(4-diphenylmethylpiperidin-1-yl)propionitrile (480 mg, 1.58 mmol, 1.00 equiv). The mixture was stirred at reflux for 5 hours and then cooled to 0° C. Aqueous HCl (6N, 6 mL) was added cautiously, and stirring was continued at room temperature overnight, then at 42° C. for 1.5 hours. The solution was basified to pH 10-11 by addition of 6N aqueous NaOH and extracted with CH2Cl2 (3×50 mL). The c... Starting materials: C1CC(C1)N, C1=CC(=C(N=C1)Br)Cl. The reagents and catalysts are CC(C)(C)[O-].[Na+], C1=CC=C(C=C1)P(C2=CC=CC=C2)C3=C(C4=CC=CC=C4C=C3)C5=C(C=CC6=CC=CC=C65)P(C7=CC=CC=C7)C8=CC=CC=C8, C1=CC=C(C=C1)/C=C/C(=O)/C=C/C2=CC=CC=C2.C1=CC=C(C=C1)/C=C/C(=O)/C=C/C2=CC=CC=C2.C1=CC=C(C=C1)/C=C/C(=O)/C=C/C2=CC=CC=C2.[Pd].[Pd]. Run in CC1=CC=CC=C1. Reaction conditions: temperature 115 celsius. Yields the product C1CC(C1)NC2=C(C=CC=N2)Cl. Yield: 25.0%. Procedure details: Pd2(dba)3 (0.014 g, 0.02 mmol), 2,2'-bis(diphenylphosphanyl)-1,1'-binaphthalene (BINAP) (0.019 g, 0.03 mmol) and toluene (8 mL) was added to a flask. 2-bromo-3-chloropyridine (0.4 g, 2.08 mmol), cyclobutanamine (0.177 g, 2.49 mmol) and sodium 2-methylpropan-2-olate (0.348 g, 3.62 mmol) was added, the mixture bubbled with N2 for 5 min, then the reaction was heated to 115 °C in an oil-bath under nitrogen.  LC-MS 1h: 33% product, 21% sm left.  The reaction was cooled to rt and the solvent was evapo... The reactants are C1=CC(=CC(=C1)Cl)C(=O)OO (MCPBA), BrC1=CC=C2C3=C(C=NC2=C1)N=C1N3C(CCOC1)C (3-bromo-12-methyl-11,12-dihydro-8H,10H-[1,4]oxazepino[4′,3′:1,2]imidazo[4,5-c]quinoline), [OH-].[NH4+] (ammonium hydroxide). Solvent: C(Cl)(Cl)Cl (chloroform). Reaction conditions: time 8 hour. Yields the product BrC1=CC=C2C3=C(C=[N+](C2=C1)[O-])N=C1N3C(CCOC1)C (3-bromo-12-methyl-5-oxido-11,12-dihydro-8H,10H-[1,4]oxazepino[4′,3′:1,2]imidazo[4,5-c]quinoline). RXN SMILES: C1C=C(Cl)C=C(C(OO)=[O:9])C=1.[Br:12][C:13]1[CH:22]=[C:21]2[C:16]([C:17]3[N:25]4[CH:26]([CH3:31])[CH2:27][CH2:28][O:29][CH2:30][C:24]4=[N:23][C:18]=3[CH:19]=[N:20]2)=[CH:15][CH:14]=1.[OH-].[NH4+]>C(Cl)(Cl)Cl>[Br:12][C:13]1[CH:22]=[C:21]2[C:16]([C:17]3[N:25]4[CH:26]([CH3:31])[CH2:27][CH2:28][O:29][CH2:30][C:24]4=[N:23][C:18]=3[CH:19]=[N+:20]2[O-:9])=[CH:15][CH:14]=1 |f:2.3|. Procedure details: MCPBA (4.39 g of 77% purity, 25 mmol) was added to a solution of 3-bromo-12-methyl-11,12-dihydro-8H,10H-[1,4]oxazepino[4′,3′:1,2]imidazo[4,5-c]quinoline (2.6 g, 7.8 mmol) in chloroform (20 mL), and the reaction mixture was stirred overnight at room temperature. Aqueous ammonium hydroxide was added. The aqueous layer was separated and extracted twice with chloroform. The combined organic fractions were concentrated under reduced pressure and further dried under high vacuum to provide 3-bromo-12-m...